Dataset: the Open Reaction Database (ORD), a public repository of structured organic reaction records. Task: describe an organic reaction: reactants, conditions, products, and yield The reactants are BrC=1N=C(C(N(C1)C)=O)NC1=CC=C(C=C1)N1CCOCC1 (5-Bromo-1-methyl-3-(4-morpholinophenylamino)pyrazin-2(1H)-one), C(C)(=O)OCC1=C(C=CC=C1B1OC(C(O1)(C)C)(C)C)N1C(C2=CC=C(C=C2C1)C(C)(C)C)=O (2-(5-tert-Butyl-1-oxoisoindolin-2-yl)-6-(4,4,5,5-tetramethyl-1,3,2-dioxaborolan-2-yl)benzyl Acetate). The product is C(C)(C)(C)C=1C=C2CN(C(C2=CC1)=O)C1=C(C(=CC=C1)C=1N=C(C(N(C1)C)=O)NC1=CC=C(C=C1)N1CCOCC1)CO (5-tert-Butyl-2-(2-(hydroxymethyl)-3-(4-methyl-6-(4-morpholinophenylamino)-5-oxo-4,5-dihydropyrazin-2-yl)phenyl)isoindolin-1-one). The yield is 47.0%. Reaction SMILES: Br[C:2]1[N:3]=[C:4]([NH:10][C:11]2[CH:16]=[CH:15][C:14]([N:17]3[CH2:22][CH2:21][O:20][CH2:19][CH2:18]3)=[CH:13][CH:12]=2)[C:5](=[O:9])[N:6]([CH3:8])[CH:7]=1.C([O:26][CH2:27][C:28]1[C:33](B2OC(C)(C)C(C)(C)O2)=[CH:32][CH:31]=[CH:30][C:29]=1[N:43]1[CH2:51][C:50]2[C:45](=[CH:46][CH:47]=[C:48]([C:52]([CH3:55])([CH3:54])[CH3:53])[CH:49]=2)[C:44]1=[O:56])(=O)C>>[C:52]([C:48]1[CH:49]=[C:50]2[C:45](=[CH:46][CH:47]=1)[C:44](=[O:56])[N:43]([C:29]1[CH:30]=[CH:31][CH:32]=[C:33]([C:2]3[N:3]=[C:4]([NH:10][C:11]4[CH:16]=[CH:15][C:14]([N:17]5[CH2:22][CH2:21][O:20][CH2:19][CH2:18]5)=[CH:13][CH:12]=4)[C:5](=[O:9])[N:6]([CH3:8])[CH:7]=3)[C:28]=1[CH2:27][OH:26])[CH2:51]2)([CH3:55])([CH3:53])[CH3:54]. Reported procedure: Using the same general procedure as Example 105, reaction of 108a (296 mg, 0.810 mmol) with 103f (413 mg, 0.891 mmol) afforded 108 in 47% yield (205 mg) as an amorphous yellow solid: mp 225-227° C.; 1H NMR (500 MHz, DMSO-d6) δ 9.08 (s, 1H), 7.83 (d, J=9.0 Hz, 2H), 7.73 (d, J=8.5 Hz, 2H), 7.62 (dd, J=8.0, 1.5 Hz, 1H), 7.58 (dd, J=8.0, 1.5 Hz, 1H), 7.50 (t, J=7.5 Hz, 1H), 7.42 (dd, J=8.0, 1.0 Hz, 1H), 7.34 (s, 1H), 6.89 (d, J=9.0 Hz, 2H), 4.92 (s, 2H), 4.83 (t, J=5.0 Hz, 1H), 4.43 (d, J=5.0 Hz, 2H... Reactants: Brc1ccc2c(c1)OCCO2, [Li]CCCC, C1CCOC1, COc1cc(C=O)cc(OC)c1, CC(C)O, O. Product: COc1cc(OC)cc(C(O)c2ccc3c(c2)OCCO3)c1. Reaction SMILES: [Br:1][c:2]1[cH:3][c:4]2[c:5]([cH:10][cH:11]1)[O:6][CH2:7][CH2:8][O:9]2.[CH2:12]([Li:13])[CH2:14][CH2:15][CH3:16].[CH2:33]1[O:34][CH2:35][CH2:36][CH2:37]1.[CH3:17][O:18][c:19]1[cH:20][c:21]([CH:22]=[O:23])[cH:24][c:25]([O:27][CH3:28])[cH:26]1.[CH3:29][CH:30]([OH:31])[CH3:32].[OH2:38]>>[c:2]1([CH:22]([c:21]2[cH:20][c:19]([O:18][CH3:17])[cH:26][c:25]([O:27][CH3:28])[cH:24]2)[OH:23])[cH:3][c:4]2[c:5]([cH:10][cH:11]1)[O:6][CH2:7][CH2:8][O:9]2.